Dataset: the Open Reaction Database (ORD), a public repository of structured organic reaction records. Task: describe an organic reaction: reactants, conditions, products, and yield The reactants are NC=1C=C2C=CC(=NC2=CC1C(=O)O)C(F)(F)F (6-Amino-2-trifluoromethyl-quinoline-7-carboxylic acid), ClNC(CCC(=O)N)=O (N-chlorosuccinamide). Solvent: CN(C=O)C (dimethyl formamide), C(C)(=O)OCC (ethyl acetate). Run at temperature 80 celsius, time 1 hour. The product is C(C)[NH+](CC)CC.NC=1C(=C2C=CC(=NC2=CC1C(=O)[O-])C(F)(F)F)Cl (6-Amino-5-chloro-2-trifluoromethyl-quinoline-7-carboxylic acid triethyl ammonium salt). RXN SMILES: [NH2:1][C:2]1[CH:3]=[C:4]2[C:9](=[CH:10][C:11]=1[C:12]([OH:14])=[O:13])[N:8]=[C:7]([C:15]([F:18])([F:17])[F:16])[CH:6]=[CH:5]2.[Cl:19]N[C:21](=O)[CH2:22]CC(N)=O>CN(C)C=O.C(OCC)(=O)C>[CH2:21]([NH+:8]([CH2:7][CH3:15])[CH2:9][CH3:10])[CH3:22].[NH2:1][C:2]1[C:3]([Cl:19])=[C:4]2[C:9](=[CH:10][C:11]=1[C:12]([O-:14])=[O:13])[N:8]=[C:7]([C:15]([F:18])([F:16])[F:17])[CH:6]=[CH:5]2 |f:4.5|. Reported procedure: 6-Amino-2-trifluoromethyl-quinoline-7-carboxylic acid (0.50 g, 1.952 mmol is dissolved in dimethyl formamide (10 ml) and treated with N-chlorosuccinamide (0.26 g, 1.952 mmol) and the mixture warmed to 80° C. After 1 hr the reaction is complete as shown by LC/MS analysis. The reaction mixture is cooled, diluted with ethyl acetate, and then washed successively with water and brine. The organic phase is dried over sodium sulphate, filtered and the filtrate concentrated in vacuo. The residue was pur... Reactants: CC(C)(C)OC(=O)Cn1cc2c(=O)n3c(nc2n1)SCC3, O=C(O)C(F)(F)F. The product is O=C(O)Cn1cc2c(=O)n3c(nc2n1)SCC3. As a reaction SMILES: [C:1]([CH3:2])([CH3:3])([CH3:4])[O:5][C:6](=[O:7])[CH2:8][n:9]1[n:10][c:11]2[n:12][c:13]3[n:14]([c:15](=[O:18])[c:16]2[cH:17]1)[CH2:19][CH2:20][S:21]3.[OH:22][C:23]([C:24]([F:25])([F:26])[F:27])=[O:28]>>[O:5]=[C:6]([OH:7])[CH2:8][n:9]1[n:10][c:11]2[n:12][c:13]3[n:14]([c:15](=[O:18])[c:16]2[cH:17]1)[CH2:19][CH2:20][S:21]3. Starting materials: O (water), ClC1=CC=C(C=C1)C#CCO (3-(4-chloro-phenyl)-prop-2-yn-1-ol), C1(=CC=C(C=C1)S(=O)(=O)Cl)C (toluene-4-sulfonyl chloride), [OH-].[K+] (potassium hydroxide). Run in C(C)OCC (diethyl ether). Run at temperature -15 celsius, time 90 minute. Yields the product ClC1=CC=C(C=C1)C#CCOS(=O)(=O)C1=CC=C(C=C1)C (Toluene-4-sulfonic acid 3-(4-chloro-phenyl)-prop-2-ynyl ester). As a reaction SMILES: [Cl:1][C:2]1[CH:7]=[CH:6][C:5]([C:8]#[C:9][CH2:10][OH:11])=[CH:4][CH:3]=1.[C:12]1([CH3:22])[CH:17]=[CH:16][C:15]([S:18](Cl)(=[O:20])=[O:19])=[CH:14][CH:13]=1.[OH-].[K+].O>C(OCC)C>[Cl:1][C:2]1[CH:3]=[CH:4][C:5]([C:8]#[C:9][CH2:10][O:11][S:18]([C:15]2[CH:16]=[CH:17][C:12]([CH3:22])=[CH:13][CH:14]=2)(=[O:20])=[O:19])=[CH:6][CH:7]=1 |f:2.3|. Reported procedure: To a mixture of 3-(4-chloro-phenyl)-prop-2-yn-1-ol (3.3 g) and toluene-4-sulfonyl chloride (3.7 g) in diethyl ether (100 ml) which is pre-cooled to −15° C. is added powdered potassium hydroxide (2.8 g) in small portions during 10 minutes. The reaction mixture is stirred at 0° C. during 90 minutes. Then water (200 ml) is added and the mixture is extracted with diethyl ether (2×100 ml) and washed with brine (50 ml). The organic layers are collected, dried (Na2SO4) and evaporated. Toluene-4-sulfoni... The reactants are CCCc1nc(CC)n(-c2ccc(OC3CCC(O)CC3)cc2)c(=O)c1Cc1ccc(-c2ccccc2-c2noc(=O)[nH]2)cc1, CCOC(C)=O, ClCCl. Yields the product CCCc1nc(CC)n(-c2ccc(OC3CCC(=O)CC3)cc2)c(=O)c1Cc1ccc(-c2ccccc2-c2noc(=O)[nH]2)cc1. As a reaction SMILES: [CH2:1]([CH3:2])[c:3]1[n:4][c:5]([CH2:43][CH2:44][CH3:45])[c:6]([CH2:24][c:25]2[cH:26][cH:27][c:28](-[c:31]3[c:32](-[c:37]4[n:38][o:39][c:40](=[O:42])[nH:41]4)[cH:33][cH:34][cH:35][cH:36]3)[cH:29][cH:30]2)[c:7](=[O:23])[n:8]1-[c:9]1[cH:10][cH:11][c:12]([O:15][CH:16]2[CH2:17][CH2:18][CH:19]([OH:22])[CH2:20][CH2:21]2)[cH:13][cH:14]1.[CH3:49][CH2:50][O:51][C:52](=[O:53])[CH3:54].[Cl:46][CH2:47][Cl:48]>>[CH2:1]([CH3:2])[c:3]1[n:4][c:5]([CH2:43][CH2:44][CH3:45])[c:6]([CH2:24][c:25]2[cH:26][cH:27][c:28](-[c:31]3[c:32](-[c:37]4[n:38][o:39][c:40](=[O:42])[nH:41]4)[cH:33][cH:34][cH:35][cH:36]3)[cH:29][cH:30]2)[c:7](=[O:23])[n:8]1-[c:9]1[cH:10][cH:11][c:12]([O:15][CH:16]2[CH2:17][CH2:18][C:19](=[O:22])[CH2:20][CH2:21]2)[cH:13][cH:14]1. Starting materials: C[C@]12CC[C@@]3([C@@H]([C@H]2CC[C@@H]2[C@]4(CCC(C([C@@H]4CC[C@@]12C)(C)C)=O)C)[C@@H](CC3)C(=C)C)C(=O)O ((1R,3aS,5aR,5bR,7aR,11aR,11bR,13aR,13bR)-5a,5b,8,8,11a-pentamethyl-9-oxo-1-(prop-1-en-2-yl)icosahydro-1H-cyclopenta[a]chrysene-3a-carboxylic acid), C1(=CC=CC=C1)P(=O)(C1=CC=CC=C1)N=[N+]=[N-] (diphenylphosphoryl azide), C(C)(C)N(C(C)C)CC (N,N-diisopropylethylamine). Run in O1CCOCC1 (dioxane). Conditions: time 40 minute. Yields the product N(=C=O)[C@]12[C@@H]([C@H]3CC[C@@H]4[C@]5(CCC(C([C@@H]5CC[C@]4([C@@]3(CC1)C)C)(C)C)=O)C)[C@@H](CC2)C(=C)C ((1R,3aS,5aR,5bR,7aR,11aR,11bR,13aR,13bR)-3a-isocyanato-5a,5b,8,8,11a-pentamethyl-1-(prop-1-en-2-yl)octadecahydro-1H-cyclopenta[a]chrysen-9(5bH)-one). Isolated yield 91.5%. As a reaction SMILES: [CH3:1][C@:2]12[C@@:19]3([CH3:20])[C@@H:10]([C@:11]4([CH3:24])[C@@H:16]([CH2:17][CH2:18]3)[C:15]([CH3:22])([CH3:21])[C:14](=[O:23])[CH2:13][CH2:12]4)[CH2:9][CH2:8][C@@H:7]1[C@H:6]1[C@H:25]([C:28]([CH3:30])=[CH2:29])[CH2:26]C[C@]1(C(O)=O)C[CH2:3]2.C1(P(N=[N+]=[N-])(C2C=CC=CC=2)=[O:41])C=CC=CC=1.C([N:54]([CH2:58]C)[CH:55]([CH3:57])[CH3:56])(C)C>O1CCOCC1>[N:54]([C@:55]12[CH2:56][CH2:26][C@@H:25]([C:28]([CH3:30])=[CH2:29])[C@@H:6]1[C@@H:7]1[C@@:2]([CH3:1])([CH2:3][CH2:57]2)[C@@:19]2([CH3:20])[C@@H:10]([C@:11]3([CH3:24])[C@@H:16]([CH2:17][CH2:18]2)[C:15]([CH3:21])([CH3:22])[C:14](=[O:23])[CH2:13][CH2:12]3)[CH2:9][CH2:8]1)=[C:58]=[O:41]. Procedure details: To a solution of (1R,3aS,5aR,5bR,7aR,11aR,11bR,13aR,13bR)-5a,5b,8,8,11a-pentamethyl-9-oxo-1-(prop-1-en-2-yl)icosahydro-1H-cyclopenta[a]chrysene-3a-carboxylic acid (2.1 g, 4.62 mmol) in dioxane (20 mL) was added diphenylphosphoryl azide (DPPA 1.294 mL, 6.00 mmol) and N,N-diisopropylethylamine (2.092 mL, 12.01 mmol) forming a clear solution. The mixture was stirred at RT for 40 minutes before it was immersed into an oil bath at 102° C. under a nitrogen atmosphere for 16 hrs. The crude mixture was ... Reactants: O=C(Cl)c1ccncc1, CCN(C(C)C)C(C)C, Nc1ccc(C(CC2CCCC2)C(=O)Nc2nccs2)cc1, C1CCOC1. Yields the product O=C(Nc1ccc(C(CC2CCCC2)C(=O)Nc2nccs2)cc1)c1ccncc1. RXN SMILES: [C:32]([c:33]1[cH:34][cH:35][n:36][cH:37][cH:38]1)(=[O:39])[Cl:40].[CH:23]([N:24]([CH2:25][CH3:26])[CH:27]([CH3:28])[CH3:29])([CH3:30])[CH3:31].[NH2:1][c:2]1[cH:3][cH:4][c:5]([CH:8]([C:9](=[O:10])[NH:11][c:12]2[s:13][cH:14][cH:15][n:16]2)[CH2:17][CH:18]2[CH2:19][CH2:20][CH2:21][CH2:22]2)[cH:6][cH:7]1.[O:41]1[CH2:42][CH2:43][CH2:44][CH2:45]1>>[NH:1]([c:2]1[cH:3][cH:4][c:5]([CH:8]([C:9](=[O:10])[NH:11][c:12]2[s:13][cH:14][cH:15][n:16]2)[CH2:17][CH:18]2[CH2:19][CH2:20][CH2:21][CH2:22]2)[cH:6][cH:7]1)[C:32]([c:33]1[cH:34][cH:35][n:36][cH:37][cH:38]1)=[O:39].